Dataset: the Open Reaction Database (ORD), a public repository of structured organic reaction records. Task: describe an organic reaction: reactants, conditions, products, and yield The reactants are C(C)OC1=CC=C(C=C1)C=1C=2N(CCC1)C(=NC2)C (5,6-Dihydro-8-(4-ethoxyphenyl)-3-methylimidazo[1,5-a]-pyridine). The reagents and catalysts are [O-2].[O-2].[Mn+4] (manganese dioxide). The solvent is C(Cl)Cl (methylene chloride). The product is C(C)OC1=CC=C(C=C1)C=1C=2N(C=CC1)C(=NC2)C (8-(4-Ethoxyphenyl)-3-methylimidazo[1,5-a]pyridine). As a reaction SMILES: [CH2:1]([O:3][C:4]1[CH:9]=[CH:8][C:7]([C:10]2[C:11]3[N:12]([C:16]([CH3:19])=[N:17][CH:18]=3)[CH2:13][CH2:14][CH:15]=2)=[CH:6][CH:5]=1)[CH3:2]>C(Cl)Cl.[O-2].[O-2].[Mn+4]>[CH2:1]([O:3][C:4]1[CH:5]=[CH:6][C:7]([C:10]2[C:11]3[N:12]([C:16]([CH3:19])=[N:17][CH:18]=3)[CH:13]=[CH:14][CH:15]=2)=[CH:8][CH:9]=1)[CH3:2] |f:2.3.4|. Reported procedure: Combine 15 g (59 mmol) of the product of Example IV with 150 g of manganese dioxide in 500 ml of methylene chloride and heat at reflux for 24 hr. Filter off the solids and remove the solvents under vacuum. Crystallize the residue from ethyl acetate to provide the title compound. Starting materials: Cc1ccccc1, Cl, [Li+], [OH-], C=CCO, CC(C)c1c(C(=O)Nc2ccccc2)c(-c2ccccc2)c(-c2ccc(F)cc2)n1CCC1CC=CC(=O)O1. Yields the product CC(C)c1c(C(=O)Nc2ccccc2)c(-c2ccccc2)c(-c2ccc(F)cc2)n1CCC1CC(O)CC(=O)O1. RXN SMILES: [CH3:47][c:48]1[cH:49][cH:50][cH:51][cH:52][cH:53]1.[ClH:46].[Li+:45].[OH-:44].[OH:40][CH2:41][CH:42]=[CH2:43].[c:1]1([NH:7][C:8](=[O:9])[c:10]2[c:11]([CH:37]([CH3:38])[CH3:39])[n:12]([CH2:28][CH2:29][CH:30]3[O:31][C:32](=[O:36])[CH:33]=[CH:34][CH2:35]3)[c:13](-[c:21]3[cH:22][cH:23][c:24]([F:27])[cH:25][cH:26]3)[c:14]2-[c:15]2[cH:16][cH:17][cH:18][cH:19][cH:20]2)[cH:2][cH:3][cH:4][cH:5][cH:6]1>>[c:1]1([NH:7][C:8](=[O:9])[c:10]2[c:11]([CH:37]([CH3:38])[CH3:39])[n:12]([CH2:28][CH2:29][CH:30]3[O:31][C:32](=[O:36])[CH2:33][CH:34]([OH:40])[CH2:35]3)[c:13](-[c:21]3[cH:22][cH:23][c:24]([F:27])[cH:25][cH:26]3)[c:14]2-[c:15]2[cH:16][cH:17][cH:18][cH:19][cH:20]2)[cH:2][cH:3][cH:4][cH:5][cH:6]1. Starting materials: CCOCC(O)C(=O)OC, Clc1cccnc1-n1ncc2c(Cl)ncnc21, [H-], [Na+], C1CCOC1, O=C(O)CC(O)(CC(=O)O)C(=O)O. The product is CCOCC(Oc1ncnc2c1cnn2-c1ncccc1Cl)C(=O)OC. Reaction SMILES: [CH2:3]([CH3:4])[O:5][CH2:6][CH:7]([C:8](=[O:9])[O:10][CH3:11])[OH:12].[Cl:13][c:14]1[c:15]2[c:16]([n:17][cH:18][n:19]1)[n:20](-[c:23]1[n:24][cH:25][cH:26][cH:27][c:28]1[Cl:29])[n:21][cH:22]2.[H-:1].[Na+:2].[O:43]1[CH2:44][CH2:45][CH2:46][CH2:47]1.[OH:30][C:31]([CH2:32][C:33]([C:34](=[O:35])[OH:36])([CH2:37][C:38](=[O:39])[OH:40])[OH:41])=[O:42]>>[CH2:3]([CH3:4])[O:5][CH2:6][CH:7]([C:8](=[O:9])[O:10][CH3:11])[O:12][c:14]1[c:15]2[c:16]([n:17][cH:18][n:19]1)[n:20](-[c:23]1[n:24][cH:25][cH:26][cH:27][c:28]1[Cl:29])[n:21][cH:22]2. The reactants are CC(C)(C)OC(=O)N1CC(Oc2ccc(-n3ccc4cc(-c5ccc(Cl)cc5)sc4c3=O)cc2F)C1, CC(=O)O, [BH3-]C#N, C=O, ClCCl, O=C(O)C(F)(F)F, [Na+]. Product: CN1CC(Oc2ccc(-n3ccc4cc(-c5ccc(Cl)cc5)sc4c3=O)cc2F)C1. As a reaction SMILES: [C:1]([O:2][C:6](=[O:3])[N:8]1[CH2:9][CH:10]([O:12][c:13]2[c:14]([F:36])[cH:15][c:16](-[n:19]3[c:20](=[O:35])[c:21]4[c:22]([cH:23][cH:24]3)[cH:25][c:26](-[c:28]3[cH:29][cH:30][c:31]([Cl:34])[cH:32][cH:33]3)[s:27]4)[cH:17][cH:18]2)[CH2:11]1)([CH3:4])([CH3:5])[CH3:7].[C:46]([OH:47])(=[O:48])[CH3:49].[C:50]([BH3-:51])#[N:52].[CH2:44]=[O:45].[Cl:54][CH2:55][Cl:56].[F:37][C:38]([F:39])([F:40])[C:41]([OH:42])=[O:43].[Na+:53]>>[CH3:6][N:8]1[CH2:9][CH:10]([O:12][c:13]2[c:14]([F:36])[cH:15][c:16](-[n:19]3[c:20](=[O:35])[c:21]4[c:22]([cH:23][cH:24]3)[cH:25][c:26](-[c:28]3[cH:29][cH:30][c:31]([Cl:34])[cH:32][cH:33]3)[s:27]4)[cH:17][cH:18]2)[CH2:11]1. Reactants: COC1=CC=C(CN2N=C(C(=C2)C=2N=C(SC2)O)C)C=C1 (4-(1-(4-methoxybenzyl)-3-methyl-1H-pyrazol-4-yl)thiazol-2-ol), ClC1=NC=CC=N1 (2-chloropyrimidine), C([O-])([O-])=O.[Cs+].[Cs+] (cesium carbonate). Reagents/catalysts: [Cu] (copper). Run in CN(C)C=O (DMF), CCOC(=O)C (EtOAc). Conditions: temperature 160 celsius, time 45 minute. Yields the product COC1=CC=C(CN2N=C(C(=C2)C=2N=C(SC2)OC2=NC=CC=N2)C)C=C1 (4-(1-(4-methoxybenzyl)-3-methyl-1H-pyrazol-4-yl)-2-(pyrimidin-2-yloxy)thiazole). The yield is 18.2%. As a reaction SMILES: [CH3:1][O:2][C:3]1[CH:21]=[CH:20][C:6]([CH2:7][N:8]2[CH:12]=[C:11]([C:13]3[N:14]=[C:15]([OH:18])[S:16][CH:17]=3)[C:10]([CH3:19])=[N:9]2)=[CH:5][CH:4]=1.Cl[C:23]1[N:28]=[CH:27][CH:26]=[CH:25][N:24]=1.C(=O)([O-])[O-].[Cs+].[Cs+]>CN(C=O)C.CCOC(C)=O.[Cu]>[CH3:1][O:2][C:3]1[CH:4]=[CH:5][C:6]([CH2:7][N:8]2[CH:12]=[C:11]([C:13]3[N:14]=[C:15]([O:18][C:23]4[N:28]=[CH:27][CH:26]=[CH:25][N:24]=4)[S:16][CH:17]=3)[C:10]([CH3:19])=[N:9]2)=[CH:20][CH:21]=1 |f:2.3.4|. Procedure details: According to Scheme 2, Step 5: A mixture of 4-(1-(4-methoxybenzyl)-3-methyl-1H-pyrazol-4-yl)thiazol-2-ol (0.99 mmol, 300 mg), 2-chloropyrimidine (0.99 mmol, 114 mg), copper (0.20 mmol, 12.6 mg) and cesium carbonate (2.99 mmol, 973 mg) in DMF (3.3 mL) was stirred at 160° C. under microwave conditions for 45 minutes. Then, the reaction mixture was diluted with EtOAc and was washed with water. The organic phase was dried over MgSO4, was filtered and was evaporated. The crude mixture was purified by... Starting materials: crude material, C(C)(=O)[O-].[K+] (potassium acetate), ClC1=NC(=NC(=N1)C)N(CC1=CC=C(C=C1)OC)CC1=CC=C(C=C1)OC (4-chloro-N,N-bis(4-methoxybenzyl)-6-methyl-1,3,5-triazin-2-amine), C(C)(C)(C)OC(=O)N1CCN(CC1)C(C)C=1C=C(C(=NC1)F)B(O)O (5-(1-(4-(tert-butoxycarbonyl)piperazin-1-yl)ethyl)-2-fluoropyridin-3-ylboronic acid). The solvent is O (water), ClCCl (dichloromethane), O (water), [Cl-].[Na+].O (brine), O1CCOCC1 (dioxane). Reaction conditions: temperature 120 celsius. The product is COC1=CC=C(CN(C2=NC(=NC(=N2)C)C=2C=C(C=NC2F)C(C)N2CCN(CC2)C(=O)OC(C)(C)C)CC2=CC=C(C=C2)OC)C=C1 (tert-butyl 4-(1-(5-(4-(bis(4-methoxybenzyl)amino)-6-methyl-1,3,5-triazin-2-yl)-6-fluoropyridin-3-yl)ethyl)piperazine-1-carboxylate). The yield is 99.8%. Reaction SMILES: Cl[C:2]1[N:7]=[C:6]([CH3:8])[N:5]=[C:4]([N:9]([CH2:19][C:20]2[CH:25]=[CH:24][C:23]([O:26][CH3:27])=[CH:22][CH:21]=2)[CH2:10][C:11]2[CH:16]=[CH:15][C:14]([O:17][CH3:18])=[CH:13][CH:12]=2)[N:3]=1.[C:28]([O:32][C:33]([N:35]1[CH2:40][CH2:39][N:38]([CH:41]([C:43]2[CH:44]=[C:45](B(O)O)[C:46]([F:49])=[N:47][CH:48]=2)[CH3:42])[CH2:37][CH2:36]1)=[O:34])([CH3:31])([CH3:30])[CH3:29].C([O-])(=O)C.[K+]>O1CCOCC1.ClCCl.O.[Cl-].[Na+].O>[CH3:18][O:17][C:14]1[CH:15]=[CH:16][C:11]([CH2:10][N:9]([CH2:19][C:20]2[CH:25]=[CH:24][C:23]([O:26][CH3:27])=[CH:22][CH:21]=2)[C:4]2[N:5]=[C:6]([CH3:8])[N:7]=[C:2]([C:45]3[CH:44]=[C:43]([CH:41]([N:38]4[CH2:37][CH2:36][N:35]([C:33]([O:32][C:28]([CH3:29])([CH3:31])[CH3:30])=[O:34])[CH2:40][CH2:39]4)[CH3:42])[CH:48]=[N:47][C:46]=3[F:49])[N:3]=2)=[CH:12][CH:13]=1 |f:2.3,7.8.9|. Procedure details: A glass microwave reaction vessel was charged with 4-chloro-N,N-bis(4-methoxybenzyl)-6-methyl-1,3,5-triazin-2-amine (2.140 g, 5.56 mmol) and 5-(1-(4-(tert-butoxycarbonyl)piperazin-1-yl)ethyl)-2-fluoropyridin-3-ylboronic acid (4.12 g, 11.68 mmol) in dioxane (25 mL). Then A-Phos (0.394 g, 0.556 mmol), potassium acetate (1.637 g, 16.68 mmol) and water (3 mL) were added into the reaction mixture. The reaction mixture was stirred and heated in a CEM Voyager Microwave (Large Scale Unit) at 120° C. for... Reactants: C(C)(C)(C)NC(=O)NCC(C(CC=C)C=1C=C2C=NN(C2=CC1)C1=CC=C(C=C1)F)(C)C (1-tert-butyl-3-(3-(1-(4-fluorophenyl)-1H-indazol-5-yl)-2,2-dimethylhex-5-enyl)urea), B1C2CCCC1CCC2 (9-BBN), [OH-].[Na+] (NaOH), OO (H2O2). Run in C1CCOC1 (THF), O (water). Run at time 8 hour. Yields the product C(C)(C)(C)NC(=O)NCC(C(CCCO)C=1C=C2C=NN(C2=CC1)C1=CC=C(C=C1)F)(C)C (1-tert-butyl-3-(3-(1-(4-fluorophenyl)-1H-indazol-5-yl)-6-hydroxy-2,2-dimethylhexyl)urea). Yield: 50.0%. RXN SMILES: [C:1]([NH:5][C:6]([NH:8][CH2:9][C:10]([CH3:32])([CH3:31])[CH:11]([C:15]1[CH:16]=[C:17]2[C:21](=[CH:22][CH:23]=1)[N:20]([C:24]1[CH:29]=[CH:28][C:27]([F:30])=[CH:26][CH:25]=1)[N:19]=[CH:18]2)[CH2:12][CH:13]=[CH2:14])=[O:7])([CH3:4])([CH3:3])[CH3:2].B1C2CCCC1CCC2.[OH-:42].[Na+].OO>C1COCC1.O>[C:1]([NH:5][C:6]([NH:8][CH2:9][C:10]([CH3:32])([CH3:31])[CH:11]([C:15]1[CH:16]=[C:17]2[C:21](=[CH:22][CH:23]=1)[N:20]([C:24]1[CH:29]=[CH:28][C:27]([F:30])=[CH:26][CH:25]=1)[N:19]=[CH:18]2)[CH2:12][CH2:13][CH2:14][OH:42])=[O:7])([CH3:2])([CH3:3])[CH3:4] |f:2.3|. Reported procedure: To a solution of 1-tert-butyl-3-(3-(1-(4-fluorophenyl)-1H-indazol-5-yl)-2,2-dimethylhex-5-enyl)urea (5.0 mg, 0.01 mmol) in anhydrous THF (2 mL) at 0 C was added 9-BBN (50 μL, 0.02 mmol) under nitrogen. Allowed reaction mixture to warm to RT and stirred overnight then added 10% NaOH solution (0.2 mL) and 30% H2O2 (1 mL). and stirred for 10 min. The reaction mixture was poured into a water (4 mL), extracted with ethyl acetate (2×10 mL), dried (Na2SO4) and purified by chromatography to give 3.2 mg ... The reactants are O=C(Cl)c1cccc([N+](=O)[O-])c1, Nc1ccc(N2CCN3CCC2CC3)cc1. The product is Cl, O=C(Nc1ccc(N2CCN3CCC2CC3)cc1)c1cccc([N+](=O)[O-])c1. Reaction SMILES: [N+:17](=[O:18])([O-:19])[c:20]1[cH:21][c:22]([C:23](=[O:24])[Cl:25])[cH:26][cH:27][cH:28]1.[N:1]12[CH2:2][CH2:3][N:4]([c:10]3[cH:11][cH:12][c:13]([NH2:16])[cH:14][cH:15]3)[CH:5]([CH2:6][CH2:7]1)[CH2:8][CH2:9]2>>[ClH:25].[N:1]12[CH2:2][CH2:3][N:4]([c:10]3[cH:11][cH:12][c:13]([NH:16][C:23]([c:22]4[cH:21][c:20]([N+:17](=[O:18])[O-:19])[cH:28][cH:27][cH:26]4)=[O:24])[cH:14][cH:15]3)[CH:5]([CH2:6][CH2:7]1)[CH2:8][CH2:9]2. The reactants are E1, ClC1=C(C=C(C=C1)OC1=CC=C(C=C1)CCOC1=NC(NC=C1)=O)C(F)(F)F (4-{[2-(4-{[4-chloro-3-(trifluoromethyl)phenyl]oxy}phenyl)ethyl]oxy}-2(1H)-pyrimidinone), Cl.ClCC1=CC=NC=C1 (4-(chloromethyl)pyridine hydrochloride). Product: ClC1=C(C=C(C=C1)OC1=CC=C(C=C1)CCOC1=NC(N(C=C1)CC1=CC=NC=C1)=O)C(F)(F)F (4-{[2-(4-{[4-Chloro-3-(trifluoromethyl)phenyl]oxy}phenyl)ethyl]oxy}-1-(4-pyridinyl methyl)-2(1H)-pyrimidinone). As a reaction SMILES: [Cl:1][C:2]1[CH:7]=[CH:6][C:5]([O:8][C:9]2[CH:14]=[CH:13][C:12]([CH2:15][CH2:16][O:17][C:18]3[CH:23]=[CH:22][NH:21][C:20](=[O:24])[N:19]=3)=[CH:11][CH:10]=2)=[CH:4][C:3]=1[C:25]([F:28])([F:27])[F:26].Cl.Cl[CH2:31][C:32]1[CH:37]=[CH:36][N:35]=[CH:34][CH:33]=1>>[Cl:1][C:2]1[CH:7]=[CH:6][C:5]([O:8][C:9]2[CH:10]=[CH:11][C:12]([CH2:15][CH2:16][O:17][C:18]3[CH:23]=[CH:22][N:21]([CH2:31][C:32]4[CH:37]=[CH:36][N:35]=[CH:34][CH:33]=4)[C:20](=[O:24])[N:19]=3)=[CH:13][CH:14]=2)=[CH:4][C:3]=1[C:25]([F:26])([F:28])[F:27] |f:1.2|. Procedure: The title compound was prepared by a procedure similar to that described for E1 starting from 4-{[2-(4-{[4-chloro-3-(trifluoromethyl)phenyl]oxy}phenyl)ethyl]oxy}-2(1H)-pyrimidinone and 4-(chloromethyl)pyridine hydrochloride. LC-MS (ESI): m/z 502 [M+H]+; 4.27 min (ret time).